Dataset: the Open Reaction Database (ORD), a public repository of structured organic reaction records. Task: describe an organic reaction: reactants, conditions, products, and yield Reactants: O=C(c1ccccc1)c1ccc(Br)cc1, CC(C)(C)P(C(C)(C)C)C(C)(C)C, CC(C)(C)[O-], CCC(=O)c1ccccc1, CCCCCC, CCOC(C)=O, [Na+], CC(=O)[O-], CC(=O)[O-], [Pd+2]. The product is CC(C(=O)c1ccccc1)c1ccc(C(=O)c2ccccc2)cc1. Reaction SMILES: [Br:20][c:21]1[cH:22][cH:23][c:24]([C:25](=[O:26])[c:27]2[cH:28][cH:29][cH:30][cH:31][cH:32]2)[cH:33][cH:34]1.[C:1]([P:2]([C:3]([CH3:4])([CH3:5])[CH3:6])[C:7]([CH3:8])([CH3:9])[CH3:10])([CH3:11])([CH3:12])[CH3:13].[CH3:14][C:15]([CH3:16])([O-:17])[CH3:18].[CH3:35][CH2:36][C:37](=[O:38])[c:39]1[cH:40][cH:41][cH:42][cH:43][cH:44]1.[CH3:54][CH2:55][CH2:56][CH2:57][CH2:58][CH3:59].[CH3:60][CH2:61][O:62][C:63]([CH3:64])=[O:65].[Na+:19].[O-:46][C:47]([CH3:48])=[O:49].[O-:50][C:51]([CH3:52])=[O:53].[Pd+2:45]>>[c:21]1([CH:36]([CH3:35])[C:37](=[O:38])[c:39]2[cH:40][cH:41][cH:42][cH:43][cH:44]2)[cH:22][cH:23][c:24]([C:25](=[O:26])[c:27]2[cH:28][cH:29][cH:30][cH:31][cH:32]2)[cH:33][cH:34]1.